Dataset: the Open Reaction Database (ORD), a public repository of structured organic reaction records. Task: describe an organic reaction: reactants, conditions, products, and yield Starting materials: [Na+], O=C1Cc2cccc(S(=O)c3ccccc3)c2N1, C1COCCO1, [OH-], O. The product is Nc1c(CC(=O)O)cccc1S(=O)c1ccccc1. RXN SMILES: [Na+:20].[O:1]=[C:2]1[NH:3][c:4]2[c:5]([S:11](=[O:12])[c:13]3[cH:14][cH:15][cH:16][cH:17][cH:18]3)[cH:6][cH:7][cH:8][c:9]2[CH2:10]1.[O:22]1[CH2:23][CH2:24][O:25][CH2:26][CH2:27]1.[OH-:19].[OH2:21]>>[O:1]=[C:2]([CH2:10][c:9]1[c:4]([NH2:3])[c:5]([S:11](=[O:12])[c:13]2[cH:14][cH:15][cH:16][cH:17][cH:18]2)[cH:6][cH:7][cH:8]1)[OH:19]. Reactants: C(C)(C)(C)OC(C1=CC=C(C=C1)CN1C=NC2=CC=C(C=C2C1=O)I)=O (4-(6-iodo-4-oxo-4H-quinazolin-3-ylmethyl)-benzoic acid tert-butyl ester), C(C)(C)NC(C)C (diisopropylamine), C(C#C)N1CCOCC1 (4-prop-2-ynyl-morpholine). Reagents/catalysts: Cl[Pd]([P](C1=CC=CC=C1)(C2=CC=CC=C2)C3=CC=CC=C3)([P](C4=CC=CC=C4)(C5=CC=CC=C5)C6=CC=CC=C6)Cl (Pd(PPh3)2Cl2), [Cu]I (CuI). Run in CCOC(=O)C (EtOAc), CN(C=O)C (dimethylformamide). Conditions: temperature 50 celsius. Product: C(C)(C)(C)OC(C1=CC=C(C=C1)CN1C=NC2=CC=C(C=C2C1=O)C#CCN1CCOCC1)=O (4-[6-(3-morpholin-4-yl-prop-1-ynyl)-4-oxo-4H-quinazolin-3-ylmethyl]-benzoic acid tert-butyl ester). Reaction SMILES: [C:1]([O:5][C:6](=[O:26])[C:7]1[CH:12]=[CH:11][C:10]([CH2:13][N:14]2[C:23](=[O:24])[C:22]3[C:17](=[CH:18][CH:19]=[C:20](I)[CH:21]=3)[N:16]=[CH:15]2)=[CH:9][CH:8]=1)([CH3:4])([CH3:3])[CH3:2].C(NC(C)C)(C)C.[CH2:34]([N:37]1[CH2:42][CH2:41][O:40][CH2:39][CH2:38]1)[C:35]#[CH:36]>CN(C)C=O.CCOC(C)=O.[Cu]I.Cl[Pd](Cl)([P](C1C=CC=CC=1)(C1C=CC=CC=1)C1C=CC=CC=1)[P](C1C=CC=CC=1)(C1C=CC=CC=1)C1C=CC=CC=1>[C:1]([O:5][C:6](=[O:26])[C:7]1[CH:12]=[CH:11][C:10]([CH2:13][N:14]2[C:23](=[O:24])[C:22]3[C:17](=[CH:18][CH:19]=[C:20]([C:36]#[C:35][CH2:34][N:37]4[CH2:42][CH2:41][O:40][CH2:39][CH2:38]4)[CH:21]=3)[N:16]=[CH:15]2)=[CH:9][CH:8]=1)([CH3:4])([CH3:3])[CH3:2] |^1:58,77|. Procedure: To a solution of 300 mg (0.648 mmol) of 4-(6-iodo-4-oxo-4H-quinazolin-3-ylmethyl)-benzoic acid tert-butyl ester (preparation described above) in 50 mL of dimethylformamide (“DMF”), was added diisopropylamine (4 mol eq.), a catalytic amount of CuI, 4-prop-2-ynyl-morpholine (4 mol eq.), and Pd(PPh3)2Cl2 (a catalytic amount). The reaction mixture was then heated to 50° C. for 15 hours. The reaction was then diluted with 200 mL of EtOAc, and washed with 2×200 mL water, and 1×200 mL brine. The organi... The reactants are NC=1C(=NC(=C(N1)N)Cl)C(=O)O (3,5-diamino-6-chloropyrazine-2-carboxylic acid), NC=1C(=NC(=C(N1)N)Cl)C(=O)O (3,5-diamino-6-chloropyrazine-2-carboxylic acid), FC(C(=O)[O-])(F)F.[Br-].NC1C[N+](CCC1)(CCCC1=CC=C(C=C1)OC)CC(=O)OCC.NC1C[N+](CCC1)(CC(=O)OCC)CCCC1=CC=C(C=C1)OC (3-amino-1-ethoxycarbonylmethyl-1-[3-(4-methoxy-phenyl)-propyl]-piperidinium bromide trifluoroacetate salt), FC(C(=O)[O-])(F)F.[Br-].NC1C[N+](CCC1)(CCCC1=CC=C(C=C1)OC)CC(=O)OCC.NC1C[N+](CCC1)(CC(=O)OCC)CCCC1=CC=C(C=C1)OC (3-amino-1-ethoxycarbonylmethyl-1-[3-(4-methoxy-phenyl)-propyl]-piperidinium bromide trifluoroacetate salt), F[B-](F)(F)F.N1(N=NC2=C1C=CC=C2)OC(=[N+](C)C)N(C)C (O-(benzotriazol-1-yl)-N,N,N′,N′-tetramethyluronium tetrafluoroborate), C(C)(C)N(C(C)C)CC (N,N-diisopropylethylamine). Run in CN(C=O)C (N,N-dimethylformamide). Product: [Cl-].NC=1C(=NC(=C(N1)N)Cl)C(=O)NC1C[N+](CCC1)(CCCC1=CC=C(C=C1)OC)CC(=O)OCC (3-[(3,5-Diamino-6-chloro-pyrazine-2-carbonyl)-amino]-1-ethoxycarbonylmethyl-1-[3-(4-methoxy-phenyl)-propyl]-piperidinium chloride). Reaction SMILES: [NH2:1][C:2]1[C:3]([C:10]([OH:12])=O)=[N:4][C:5]([Cl:9])=[C:6]([NH2:8])[N:7]=1.FC(F)(F)C([O-])=O.[Br-].[NH2:21][CH:22]1[CH2:27][CH2:26][CH2:25][N+:24]([CH2:39][C:40]([O:42][CH2:43][CH3:44])=[O:41])([CH2:28][CH2:29][CH2:30][C:31]2[CH:36]=[CH:35][C:34]([O:37][CH3:38])=[CH:33][CH:32]=2)[CH2:23]1.NC1CCC[N+](CCCC2C=CC(OC)=CC=2)(CC(OCC)=O)C1.F[B-](F)(F)F.N1(OC(N(C)C)=[N+](C)C)C2C=CC=CC=2N=N1.C(N(CC)C(C)C)(C)C>CN(C)C=O>[Cl-:9].[NH2:1][C:2]1[C:3]([C:10]([NH:21][CH:22]2[CH2:27][CH2:26][CH2:25][N+:24]([CH2:39][C:40]([O:42][CH2:43][CH3:44])=[O:41])([CH2:28][CH2:29][CH2:30][C:31]3[CH:32]=[CH:33][C:34]([O:37][CH3:38])=[CH:35][CH:36]=3)[CH2:23]2)=[O:12])=[N:4][C:5]([Cl:9])=[C:6]([NH2:8])[N:7]=1 |f:1.2.3.4,5.6,9.10|. Procedure details: A solution of 3,5-diamino-6-chloropyrazine-2-carboxylic-acid (Intermediate 1.1.1, 46 mg, 0.25 mmol), 3-amino-1-ethoxycarbonylmethyl-1-[3-(4-methoxy-phenyl)-propyl]-piperidinium bromide trifluoroacetate salt (Intermediate 3.1.2, 230 mg, 0.25 mmol), O-(benzotriazol-1-yl)-N,N,N′,N′-tetramethyluronium tetrafluoroborate (86 mg, 0.27 mmol) and N,N-diisopropylethylamine (0.15 mL, 0.1 mmol) in dry N,N-dimethylformamide (5 mL) is stirred for 5 hours at room temperature. The solution is concentrated under... Reactants: C(CCC)[Li] (butyllithium), C1(=CC=C(C=C1)S(=O)(=O)N1C=CC=2C1=NC=CC2)C (1-(toluene-4-sulfonyl)-1H-pyrrolo[2,3-b]pyridine), II (iodine), II (iodine). The solvent is hexanes, O1CCCC1 (tetrahydrofuran), O1CCCC1 (tetrahydrofuran). Conditions: temperature -78 celsius. Product: IC1=CC=2C(=NC=CC2)N1S(=O)(=O)C1=CC=C(C=C1)C (2-Iodo-1-(toluene-4-sulfonyl)-1H-pyrrolo[2,3-b]pyridine). The yield is 100.1%. RXN SMILES: [C:1]1([CH3:19])[CH:6]=[CH:5][C:4]([S:7]([N:10]2[C:14]3=[N:15][CH:16]=[CH:17][CH:18]=[C:13]3[CH:12]=[CH:11]2)(=[O:9])=[O:8])=[CH:3][CH:2]=1.C([Li])CCC.[I:25]I>O1CCCC1>[I:25][C:11]1[N:10]([S:7]([C:4]2[CH:3]=[CH:2][C:1]([CH3:19])=[CH:6][CH:5]=2)(=[O:9])=[O:8])[C:14]2=[N:15][CH:16]=[CH:17][CH:18]=[C:13]2[CH:12]=1. Procedure details: A solution of 1-(toluene-4-sulfonyl)-1H-pyrrolo[2,3-b]pyridine [54.4 g, Reference Example 9(a)] in dry tetrahydrofuran (1200 mL) cooled to −78° C., was treated with a solution of butyllithium in hexanes (2.5M, 92 mL) over a 20 minute period. The solution was maintained at −78° C. for 30 minutes, then a solution of iodine (101 g) in tetrahydrofuran (600 mL) was added until the iodine colour persisted (ca. 300 mL). The mixture was allowed to warm slowly to ambient temperature and the solvent remov... Reactants: C1CNCCN1, CCO, CCCCCCNC(=O)NCCCCl. The product is CCCCCCNC(=O)NCCCN1CCNCC1. Reaction SMILES: [CH2:15]1[CH2:16][NH:17][CH2:18][CH2:19][NH:20]1.[CH3:21][CH2:22][OH:23].[Cl:1][CH2:2][CH2:3][CH2:4][NH:5][C:6](=[O:7])[NH:8][CH2:9][CH2:10][CH2:11][CH2:12][CH2:13][CH3:14]>>[CH2:2]([CH2:3][CH2:4][NH:5][C:6](=[O:7])[NH:8][CH2:9][CH2:10][CH2:11][CH2:12][CH2:13][CH3:14])[N:17]1[CH2:16][CH2:15][NH:20][CH2:19][CH2:18]1. Starting materials: O=C([O-])[O-], CC#CC(=O)OCC, [K+], [K+], C1CCOC1, CC(C)(O)Cc1ccc(O)cc1. Product: CCOC(=O)C=C(C)Oc1ccc(CC(C)(C)O)cc1. Reaction SMILES: [C:21](=[O:22])([O-:23])[O-:24].[CH2:13]([CH3:14])[O:15][C:16]([C:17]#[C:18][CH3:19])=[O:20].[K+:25].[K+:26].[O:27]1[CH2:28][CH2:29][CH2:30][CH2:31]1.[OH:1][C:2]([CH2:3][c:4]1[cH:5][cH:6][c:7]([OH:10])[cH:8][cH:9]1)([CH3:11])[CH3:12]>>[OH:1][C:2]([CH2:3][c:4]1[cH:5][cH:6][c:7]([O:10][C:18](=[CH:17][C:16]([O:15][CH2:13][CH3:14])=[O:20])[CH3:19])[cH:8][cH:9]1)([CH3:11])[CH3:12].